This data is from the Open Reaction Database (ORD), a public repository of structured organic reaction records. The task is: describe an organic reaction: reactants, conditions, products, and yield The reactants are COS(=O)(=O)OC, N, O=C1C=CN(C(=O)OCc2ccccc2)CC=N1. Product: N=C1C=CN(C(=O)OCc2ccccc2)CC=N1. RXN SMILES: [CH3:19][O:20][S:21]([O:22][CH3:23])(=[O:24])=[O:25].[NH3:26].[O:1]=[C:2]1[N:3]=[CH:4][CH2:5][N:6]([C:9](=[O:10])[O:11][CH2:12][c:13]2[cH:14][cH:15][cH:16][cH:17][cH:18]2)[CH:7]=[CH:8]1>>[C:2]1(=[NH:26])[N:3]=[CH:4][CH2:5][N:6]([C:9](=[O:10])[O:11][CH2:12][c:13]2[cH:14][cH:15][cH:16][cH:17][cH:18]2)[CH:7]=[CH:8]1. Reactants: CC(C)(C)OC(=O)N1CC2(CO2)C1, O=C([O-])[O-], COc1ccc2ccc(=O)[nH]c2c1, [Cs+], [Cs+], CN(C)C=O. The product is COc1ccc2ccc(=O)n(CC3(O)CN(C(=O)OC(C)(C)C)C3)c2c1. As a reaction SMILES: [C:1]([CH3:2])([CH3:3])([CH3:4])[O:5][C:6](=[O:7])[N:8]1[CH2:9][C:10]2([CH2:11][O:12]2)[CH2:13]1.[C:27](=[O:28])([O-:29])[O-:30].[CH3:14][O:15][c:16]1[cH:17][cH:18][c:19]2[cH:20][cH:21][c:22](=[O:26])[nH:23][c:24]2[cH:25]1.[Cs+:31].[Cs+:32].[O:33]=[CH:34][N:35]([CH3:36])[CH3:37]>>[C:1]([CH3:2])([CH3:3])([CH3:4])[O:5][C:6](=[O:7])[N:8]1[CH2:9][C:10]([CH2:11][n:23]2[c:22](=[O:26])[cH:21][cH:20][c:19]3[cH:18][cH:17][c:16]([O:15][CH3:14])[cH:25][c:24]32)([OH:12])[CH2:13]1.